From a dataset of the Open Reaction Database (ORD), a public repository of structured organic reaction records. describe an organic reaction: reactants, conditions, products, and yield Run at temperature 70 celsius, time 15 hour. Reactants: Cl.Cl.N1=CC(=CC=C1)CSC(N)=N (2-(pyrid-3-ylmethyl)-isothiourea dihydrochloride), aqueous solution, [OH-].[Na+] (sodium hydroxide), BrCCCCCl (1-bromo-4-chlorobutane), aqueous solution, [OH-].[Na+] (sodium hydroxide). Solvent: O (water). Procedure details: A 10 N aqueous solution of sodium hydroxide (144 cc) is added dropwise, in the course of 25 minutes and whilst keeping the temperature below 12° C., to a solution of 2-(pyrid-3-ylmethyl)-isothiourea dihydrochloride (173 g) in distilled water (330 cc), cooled to 4° C. After heating for 25 minutes at 70° C. and then cooling to 11° C., a 10 N aqueous solution of sodium hydroxide (89 cc) and then 1-bromo-4-chlorobutane (123.5 g) are added, whilst stirring, and stirring is continued for 15 hours at a... The product is ClCCCCSCC=1C=NC=CC1 (Pyrid-3-ylmethyl 4-chlorobutyl sulphide). Isolated yield 70.8%. Reaction SMILES: [OH-].[Na+].Cl.Cl.[N:5]1[CH:10]=[CH:9][CH:8]=[C:7]([CH2:11][S:12][C:13](=N)N)[CH:6]=1.BrC[CH2:18][CH2:19][CH2:20][Cl:21]>O>[Cl:21][CH2:20][CH2:19][CH2:18][CH2:13][S:12][CH2:11][C:7]1[CH:6]=[N:5][CH:10]=[CH:9][CH:8]=1 |f:0.1,2.3.4|. Reactants: BrC=1NC=C(C1)[N+](=O)[O-] (2-Bromo-4-nitro-1H-pyrrole), FC1=CC=C(C=C1)B(O)O (4-fluorophenylboronic acid). Yields the product FC1=CC=C(C=C1)C=1NC=C(C1)[N+](=O)[O-] (2-(4-Fluorophenyl)-4-nitro-1H-pyrrole). Isolated yield 40.0%. Reaction SMILES: Br[C:2]1[NH:3][CH:4]=[C:5]([N+:7]([O-:9])=[O:8])[CH:6]=1.[F:10][C:11]1[CH:16]=[CH:15][C:14](B(O)O)=[CH:13][CH:12]=1>>[F:10][C:11]1[CH:16]=[CH:15][C:14]([C:2]2[NH:3][CH:4]=[C:5]([N+:7]([O-:9])=[O:8])[CH:6]=2)=[CH:13][CH:12]=1. Procedure: 2-Bromo-4-nitro-1H-pyrrole (886 mg, 4.64 mmol) synthesized in Reference Synthesis Example 244 and 4-fluorophenylboronic acid (779 mg, 5.57 mmol) were used to obtain the title compound (383 mg, yield 40%) by synthesis in a similar manner to Reference Synthesis Example 139. The reactants are CC=1N=C2N(C(C1C1=CC=C(C=C1)OC(F)(F)F)=O)C=CS2 (7-Methyl-6-[4-(trifluoromethoxy)phenyl]-5H-[1,3]thiazolo[3,2-a]-pyrimidin-5-one), COC=1C(=C(C=O)C=CC1)OCCOC (3-methoxy-2-(2-methoxyethoxy)benzaldehyde), [O-]CC.[Na+] (sodium ethoxide). The solvent is C(C)O (ethanol). The product is COC=1C(=C(C=CC1)/C=C/C=1N=C2N(C(C1C1=CC=C(C=C1)OC(F)(F)F)=O)C=CS2)OCCOC (7-[(E)-2-{3-Methoxy-2-(2-methoxyethoxy)phenyl}-1-ethenyl]-6-[4-(trifluoro methoxy)-phenyl]-5H-[1,3]thiazolo[3,2-a]pyrimidin-5-one). Isolated yield 51.5%. As a reaction SMILES: [CH3:1][C:2]1[N:3]=[C:4]2[S:22][CH:21]=[CH:20][N:5]2[C:6](=[O:19])[C:7]=1[C:8]1[CH:13]=[CH:12][C:11]([O:14][C:15]([F:18])([F:17])[F:16])=[CH:10][CH:9]=1.[CH3:23][O:24][C:25]1[C:26]([O:33][CH2:34][CH2:35][O:36][CH3:37])=[C:27]([CH:30]=[CH:31][CH:32]=1)[CH:28]=O.[O-]CC.[Na+]>C(O)C>[CH3:23][O:24][C:25]1[C:26]([O:33][CH2:34][CH2:35][O:36][CH3:37])=[C:27](/[CH:28]=[CH:1]/[C:2]2[N:3]=[C:4]3[S:22][CH:21]=[CH:20][N:5]3[C:6](=[O:19])[C:7]=2[C:8]2[CH:13]=[CH:12][C:11]([O:14][C:15]([F:17])([F:18])[F:16])=[CH:10][CH:9]=2)[CH:30]=[CH:31][CH:32]=1 |f:2.3|. Procedure details: The title compound was synthesized by condensation of Intermediate 15 (350 mg, 1.072 mmol) with 3-methoxy-2-(2-methoxyethoxy)benzaldehyde (316 mg, 1.501 mmol) in presence of sodium ethoxide (146 mg, 2.147 mmol) in ethanol (15 ml) according to the procedure of Example 24 to give 286 mg of the desired product as a pale yellow solid; 1H NMR (300 MHz, DMSO-d6) δ 3.33-3.40 (m, 3H), 3.45-3.51 (m, 2H), 3.78 (s, 3H), 3.95-4.03 (m, 2H), 6.82 (d, J=15.6 Hz, 1H), 6.85-6.91 (m, 1H), 7.00 (d, J=4.2 Hz, 2H), ... Reactants: [Ru] (ruthenium), C1(=CC=CC=C1)P(C1=C(CN[C@H]2[C@@H](CCCC2)NCC2=C(C=CC(=C2)OCC2=CC=C(C=C2)C=C)P(C2=CC=CC=C2)C2=CC=CC=C2)C=CC=C1)C1=CC=CC=C1 ((1R,2R)-N-(2-diphenylphosphanylbenzyl)-N′-[2-diphenylphosphanyl-5-(4-vinylbenzyloxy)benzyl]cyclohexan-1,2-diamine), CS(=O)C.CS(=O)C.CS(=O)C.CS(=O)C.Cl[Ru]Cl (dichlorotetrakis(dimethyl sulfoxide)ruthenium(II)), yellowish solid. Run in C1(=CC=CC=C1)C (toluene). Product: C1(=CC=CC=C1)P(C1=C(CN[C@H]2[C@@H](CCCC2)NCC2=C(C=CC(=C2)OCC2=CC=C(C=C2)C=C)P(C2=CC=CC=C2)C2=CC=CC=C2)C=CC=C1)C1=CC=CC=C1.[Ru](Cl)Cl (ruthenium dichloride (1R,2R)-N-(2-diphenylphosphanylbenzyl)-N′-[2-diphenylphosphanyl-5-(4-vinylbenzyloxy)benzyl]cyclohexane-1,2-diamine). RXN SMILES: [C:1]1([P:7]([C:53]2[CH:58]=[CH:57][CH:56]=[CH:55][CH:54]=2)[C:8]2[CH:52]=[CH:51][CH:50]=[CH:49][C:9]=2[CH2:10][NH:11][C@@H:12]2[CH2:17][CH2:16][CH2:15][CH2:14][C@H:13]2[NH:18][CH2:19][C:20]2[CH:25]=[C:24]([O:26][CH2:27][C:28]3[CH:33]=[CH:32][C:31]([CH:34]=[CH2:35])=[CH:30][CH:29]=3)[CH:23]=[CH:22][C:21]=2[P:36]([C:43]2[CH:48]=[CH:47][CH:46]=[CH:45][CH:44]=2)[C:37]2[CH:42]=[CH:41][CH:40]=[CH:39][CH:38]=2)[CH:6]=[CH:5][CH:4]=[CH:3][CH:2]=1.CS(C)=O.CS(C)=O.CS(C)=O.CS(C)=O.[Cl:75][Ru:76][Cl:77].[Ru]>C1(C)C=CC=CC=1>[C:53]1([P:7]([C:1]2[CH:2]=[CH:3][CH:4]=[CH:5][CH:6]=2)[C:8]2[CH:52]=[CH:51][CH:50]=[CH:49][C:9]=2[CH2:10][NH:11][C@@H:12]2[CH2:17][CH2:16][CH2:15][CH2:14][C@H:13]2[NH:18][CH2:19][C:20]2[CH:25]=[C:24]([O:26][CH2:27][C:28]3[CH:33]=[CH:32][C:31]([CH:34]=[CH2:35])=[CH:30][CH:29]=3)[CH:23]=[CH:22][C:21]=2[P:36]([C:37]2[CH:38]=[CH:39][CH:40]=[CH:41][CH:42]=2)[C:43]2[CH:44]=[CH:45][CH:46]=[CH:47][CH:48]=2)[CH:54]=[CH:55][CH:56]=[CH:57][CH:58]=1.[Ru:76]([Cl:77])[Cl:75] |f:1.2.3.4.5,8.9|. Procedure: 2.83 g of (1R,2R)-N-(2-diphenylphosphanylbenzyl)-N′-[2-diphenylphosphanyl-5-(4-vinylbenzyloxy)benzyl]cyclohexan-1,2-diamine (3.5 mmol, 9.4% stabiliser) are refluxed for 1 hour under protective gas with 3.36 g of dichlorotetrakis(dimethyl sulfoxide)ruthenium(II) (7 mmol) in 200 ml of absolute toluene. During the reaction, 120 mg of a yellowish solid precipitate out, which can be identified as a ruthenium-stabiliser complex. Once the reaction solution has been filtered, the solvent is removed in a...